Dataset: the Open Reaction Database (ORD), a public repository of structured organic reaction records. Task: describe an organic reaction: reactants, conditions, products, and yield The reactants are FC1=CC=C2C(=NNC2=C1)[Sn](CCCC)(CCCC)CCCC (6-Fluoro-3-tributylstannyl-1H-indazole), CC(CC1=NC=CC=C1)NC(=O)C1=CN(C2=NC=C(N=C21)Br)COCC[Si](C)(C)C (2-bromo-5-(2-trimethylsilanyl-ethoxymethyl)-5H-pyrrolo[2,3-b]pyrazine-7-carboxylic acid (1-methyl-2-pyridin-2-yl-ethyl)-amide), CN(C)C=O (DMF). Reagents/catalysts: [Cu]I (copper(I) iodide), C=1C=CC(=CC1)[P](C=2C=CC=CC2)(C=3C=CC=CC3)[Pd]([P](C=4C=CC=CC4)(C=5C=CC=CC5)C=6C=CC=CC6)([P](C=7C=CC=CC7)(C=8C=CC=CC8)C=9C=CC=CC9)[P](C=1C=CC=CC1)(C=1C=CC=CC1)C=1C=CC=CC1 (tetrakis(triphenylphosphine)palladium). Run in CCOCC (ether). Run at temperature 90 celsius, time 15 hour. Yields the product CC(CC1=NC=CC=C1)NC(=O)C1=CN(C2=NC=C(N=C21)C2=NNC1=CC(=CC=C21)F)COCC[Si](C)(C)C (2-(6-fluoro-1H-indazol-3-yl)-5-(2-trimethylsilanyl-ethoxymethyl)-5H-pyrrolo[2,3-b]pyrazine-7-carboxylic acid (1-methyl-2-pyridin-2-yl-ethyl)-amide). Isolated yield 60.8%. Reaction SMILES: [F:1][C:2]1[CH:10]=[C:9]2[C:5]([C:6]([Sn](CCCC)(CCCC)CCCC)=[N:7][NH:8]2)=[CH:4][CH:3]=1.[CH3:24][CH:25]([NH:33][C:34]([C:36]1[C:44]2[C:39](=[N:40][CH:41]=[C:42](Br)[N:43]=2)[N:38]([CH2:46][O:47][CH2:48][CH2:49][Si:50]([CH3:53])([CH3:52])[CH3:51])[CH:37]=1)=[O:35])[CH2:26][C:27]1[CH:32]=[CH:31][CH:30]=[CH:29][N:28]=1.CN(C=O)C>CCOCC.[Cu]I.C1C=CC([P]([Pd]([P](C2C=CC=CC=2)(C2C=CC=CC=2)C2C=CC=CC=2)([P](C2C=CC=CC=2)(C2C=CC=CC=2)C2C=CC=CC=2)[P](C2C=CC=CC=2)(C2C=CC=CC=2)C2C=CC=CC=2)(C2C=CC=CC=2)C2C=CC=CC=2)=CC=1>[CH3:24][CH:25]([NH:33][C:34]([C:36]1[C:44]2[C:39](=[N:40][CH:41]=[C:42]([C:6]3[C:5]4[C:9](=[CH:10][C:2]([F:1])=[CH:3][CH:4]=4)[NH:8][N:7]=3)[N:43]=2)[N:38]([CH2:46][O:47][CH2:48][CH2:49][Si:50]([CH3:52])([CH3:51])[CH3:53])[CH:37]=1)=[O:35])[CH2:26][C:27]1[CH:32]=[CH:31][CH:30]=[CH:29][N:28]=1 |^1:69,71,90,109|. Procedure: 6-Fluoro-3-tributylstannyl-1H-indazole (0.20 g, 0.47 mmol), copper(I) iodide (12 mg, 0.06 mmol) and 2-bromo-5-(2-trimethylsilanyl-ethoxymethyl)-5H-pyrrolo[2,3-b]pyrazine-7-carboxylic acid (1-methyl-2-pyridin-2-yl-ethyl)-amide (200 mg, 0.41 mmol) were combined with DMF (6 mL) to give a yellow solution. The mixture was degassed with nitrogen for 10 min then tetrakis(triphenylphosphine)palladium (0) (23 mg, 0.02 mmol) was added. The reaction was stirred at 90° C. under nitrogen for 15 h. The reacti...